From a dataset of the Open Reaction Database (ORD), a public repository of structured organic reaction records. describe an organic reaction: reactants, conditions, products, and yield Reactants: C(C)C1=NN2C(C=CC=C2)=C1NCCCF (2-ethyl-N-(3-fluoropropyl)pyrazolo[1,5-a]pyridin-3-amine), C(=O)([O-])[O-].[K+].[K+] (K2CO3), CI (methyl iodide). The solvent is CN(C)C=O (DMF). Run at time 22 hour. The product is C(C)C1=NN2C(C=CC=C2)=C1N(C)CCCF (2-ethyl-N-(3-fluoropropyl)-N-methylpyrazolo[1,5-a]pyridin-3-amine). Isolated yield 59.4%. RXN SMILES: [CH2:1]([C:3]1[C:11]([NH:12][CH2:13][CH2:14][CH2:15][F:16])=[C:6]2[CH:7]=[CH:8][CH:9]=[CH:10][N:5]2[N:4]=1)[CH3:2].[C:17]([O-])([O-])=O.[K+].[K+].CI>CN(C=O)C>[CH2:1]([C:3]1[C:11]([N:12]([CH2:13][CH2:14][CH2:15][F:16])[CH3:17])=[C:6]2[CH:7]=[CH:8][CH:9]=[CH:10][N:5]2[N:4]=1)[CH3:2] |f:1.2.3|. Procedure: A solution of 2-ethyl-N-(3-fluoropropyl)pyrazolo[1,5-a]pyridin-3-amine (0.301 g, 1.36 mmol) in DMF (4 mL) was treated with K2CO3 (0.200 g, 1.45 mmol) and methyl iodide (0.06 mL, 0.96 mmol). The reaction was stirred at room temperature for 22 hours then concentrated in vacuo. The residue was partitioned between CH2Cl2 and water. The aqueous layer was extracted with CH2Cl2 and the combined organics was dried over MgSO4, concentrated in vacuo to give 0.190 g (84%) of a brown oil as the title compou... The reactants are N1CCC(CC1)NC(=O)C1=CNC2=C1N=CN=C2C2=C(C=CC(=C2)OC)OCC2CC2 (4-(2-cyclopropylmethoxy-5-methoxy-phenyl)-5H-pyrrolo[3,2-d]pyrimidine-7-carboxylic acid piperidin-4-ylamide), ClC(=O)[C@H](C)OC(C)=O (acetic acid (S)-1-chlorocarbonyl-ethyl ester). The product is O[C@H](C(=O)N1CCC(CC1)NC(=O)C1=CNC2=C1N=CN=C2C2=C(C=CC(=C2)OC)OCC2CC2)C (4-(2-Cyclopropylmethoxy-5-methoxy-phenyl)-5H-pyrrolo[3,2-d]pyrimidine-7-carboxylic acid [1-((S)-2-hydroxy-propionyl)piperidin-4-yl]-amide). As a reaction SMILES: [NH:1]1[CH2:6][CH2:5][CH:4]([NH:7][C:8]([C:10]2[C:14]3[N:15]=[CH:16][N:17]=[C:18]([C:19]4[CH:24]=[C:23]([O:25][CH3:26])[CH:22]=[CH:21][C:20]=4[O:27][CH2:28][CH:29]4[CH2:31][CH2:30]4)[C:13]=3[NH:12][CH:11]=2)=[O:9])[CH2:3][CH2:2]1.Cl[C:33]([C@@H:35]([O:37]C(=O)C)[CH3:36])=[O:34]>>[OH:37][C@@H:35]([CH3:36])[C:33]([N:1]1[CH2:2][CH2:3][CH:4]([NH:7][C:8]([C:10]2[C:14]3[N:15]=[CH:16][N:17]=[C:18]([C:19]4[CH:24]=[C:23]([O:25][CH3:26])[CH:22]=[CH:21][C:20]=4[O:27][CH2:28][CH:29]4[CH2:30][CH2:31]4)[C:13]=3[NH:12][CH:11]=2)=[O:9])[CH2:5][CH2:6]1)=[O:34]. Reported procedure: Starting from 4-(2-cyclopropylmethoxy-5-methoxy-phenyl)-5H-pyrrolo[3,2-d]pyrimidine-7-carboxylic acid piperidin-4-ylamide (example A155) and acetic acid (S)-1-chlorocarbonyl-ethyl ester the title compound is obtained as colorless solid.